From a dataset of the Open Reaction Database (ORD), a public repository of structured organic reaction records. describe an organic reaction: reactants, conditions, products, and yield The reactants are C=CCOc1cc(C(=O)OC)ccc1C=C, ClCCl. The product is COC(=O)c1ccc2c(c1)OCC=C2. As a reaction SMILES: [CH2:1]([CH:2]=[CH2:3])[O:4][c:5]1[cH:6][c:7]([C:8](=[O:9])[O:10][CH3:11])[cH:12][cH:13][c:14]1[CH:15]=[CH2:16].[Cl:17][CH2:18][Cl:19]>>[CH2:1]1[O:4][c:5]2[cH:6][c:7]([C:8](=[O:9])[O:10][CH3:11])[cH:12][cH:13][c:14]2[CH:15]=[CH:16]1. Reactants: [BH4-], CCO, Cc1csc(C)c1C=O, [Na+], O. The product is Cc1csc(C)c1CO. Reaction SMILES: [BH4-:1].[CH3:12][CH2:13][OH:14].[CH3:3][c:4]1[s:5][cH:6][c:7]([CH3:11])[c:8]1[CH:9]=[O:10].[Na+:2].[OH2:15]>>[CH3:3][c:4]1[s:5][cH:6][c:7]([CH3:11])[c:8]1[CH2:9][OH:10]. The reactants are CC(C)(C)OC(=O)N(CCCO)Cc1cc(F)ccc1Br, ClCCl, CS(C)=O, CCN(C(C)C)C(C)C, O=C(Cl)C(=O)Cl, COC(=O)C=P(c1ccccc1)(c1ccccc1)c1ccccc1. Product: COC(=O)C=CCCN(Cc1cc(F)ccc1Br)C(=O)OC(C)(C)C. RXN SMILES: [C:11]([CH3:12])([CH3:13])([CH3:14])[O:15][C:16](=[O:17])[N:18]([CH2:19][CH2:20][CH2:21][OH:22])[CH2:23][c:24]1[c:25]([Br:31])[cH:26][cH:27][c:28]([F:30])[cH:29]1.[CH2:65]([Cl:66])[Cl:67].[CH3:7][S:8]([CH3:9])=[O:10].[CH:32]([N:33]([CH2:34][CH3:35])[CH:36]([CH3:37])[CH3:38])([CH3:39])[CH3:40].[Cl:1][C:2]([C:3]([Cl:4])=[O:5])=[O:6].[c:41]1([P:42]([c:43]2[cH:44][cH:45][cH:46][cH:47][cH:48]2)([c:49]2[cH:50][cH:51][cH:52][cH:53][cH:54]2)=[CH:60][C:61](=[O:62])[O:63][CH3:64])[cH:55][cH:56][cH:57][cH:58][cH:59]1>>[C:11]([CH3:12])([CH3:13])([CH3:14])[O:15][C:16](=[O:17])[N:18]([CH2:19][CH2:20][CH:21]=[CH:60][C:61](=[O:62])[O:63][CH3:64])[CH2:23][c:24]1[c:25]([Br:31])[cH:26][cH:27][c:28]([F:30])[cH:29]1. Reactants: C1COCCO1, CO, COC(=O)c1nc(Cl)c(N)nc1N, Cl, [Li+], [OH-], O. Product: Nc1cnc(Cl)c(N)n1. Reaction SMILES: [CH2:20]1[O:21][CH2:22][CH2:23][O:24][CH2:25]1.[CH3:17][OH:18].[CH3:3][O:4][C:5](=[O:6])[c:7]1[n:8][c:9]([Cl:15])[c:10]([NH2:14])[n:11][c:12]1[NH2:13].[ClH:16].[Li+:1].[OH-:2].[OH2:19]>>[cH:7]1[n:8][c:9]([Cl:15])[c:10]([NH2:14])[n:11][c:12]1[NH2:13]. Starting materials: C(C)(=O)NC=1C=C(/C=C/C(=O)O)C=CC1 ((E)-3-(acetylamino)cinnamic acid), ClCC1CNC2=CC(=CC=C12)[N+](=O)[O-] (3-(chloromethyl)-6-nitroindoline). Product: C(C)(=O)NC=1C=C(/C=C/C(=O)N2CC(C3=CC=C(C=C23)[N+](=O)[O-])CCl)C=CC1 (1-[(E)-3-(acetylamino)cinnamoyl]-3-chloromethyl-6-nitroindoline). Isolated yield 80.0%. RXN SMILES: [C:1]([NH:4][C:5]1[CH:6]=[C:7]([CH:13]=[CH:14][CH:15]=1)/[CH:8]=[CH:9]/[C:10]([OH:12])=O)(=[O:3])[CH3:2].[Cl:16][CH2:17][CH:18]1[C:26]2[C:21](=[CH:22][C:23]([N+:27]([O-:29])=[O:28])=[CH:24][CH:25]=2)[NH:20][CH2:19]1>>[C:1]([NH:4][C:5]1[CH:6]=[C:7]([CH:13]=[CH:14][CH:15]=1)/[CH:8]=[CH:9]/[C:10]([N:20]1[C:21]2[C:26](=[CH:25][CH:24]=[C:23]([N+:27]([O-:29])=[O:28])[CH:22]=2)[CH:18]([CH2:17][Cl:16])[CH2:19]1)=[O:12])(=[O:3])[CH3:2]. Reported procedure: Similar reaction of (E)-3-(acetylamino)cinnamic acid and crude 3-chloromethyl-6-nitroindoline (6) (prepared as in Example 2) gave a crude product which was recrystallised from DMF/MeOH/H2O to give 1-[(E)-3-(acetylamino)cinnamoyl]-3-chloromethyl-6-nitroindoline (13) (80%), mp 229-230° C. 1H NMR [(CD3)2SO] δ10.06 (s, 1 H, NH), 8.97 (s, 1 H, H-7), 7.99 (dd, J=8.3, 2.3 Hz, 1 H, H-5), 7.86 (s, 1 H, H-2), 7.73-7.61 (m, 2 H, H-4,4′), 7.66 (d, J=15.3 Hz, 1 H, PhCH═CH), 7.53 (d, J=7.8 Hz, 1 H, H-6), 7.38...